Dataset: the Open Reaction Database (ORD), a public repository of structured organic reaction records. Task: describe an organic reaction: reactants, conditions, products, and yield Starting materials: F[B-](F)(F)F, CN(C)C=O, CCN(C(C)C)C(C)C, O=C(O)c1cccc2cc(NS(=O)(=O)c3cc(Cl)cc(Cl)c3)ccc12, NCc1ccccc1, O, CN(C)C(On1nnc2ccccc21)=[N+](C)C. The product is O=C(NCc1ccccc1)c1cccc2cc(NS(=O)(=O)c3cc(Cl)cc(Cl)c3)ccc12. As a reaction SMILES: [B-:10]([F:11])([F:12])([F:13])[F:14].[CH3:65][N:66]([CH3:67])[CH:68]=[O:69].[CH:1]([N:2]([CH:3]([CH3:4])[CH3:5])[CH2:6][CH3:7])([CH3:8])[CH3:9].[Cl:32][c:33]1[cH:34][c:35]([S:40](=[O:41])(=[O:42])[NH:43][c:44]2[cH:45][c:46]3[cH:47][cH:48][cH:49][c:50]([C:54](=[O:55])[OH:56])[c:51]3[cH:52][cH:53]2)[cH:36][c:37]([Cl:39])[cH:38]1.[NH2:57][CH2:58][c:59]1[cH:60][cH:61][cH:62][cH:63][cH:64]1.[OH2:70].[n:15]1([O:16][C:17]([N:18]([CH3:19])[CH3:20])=[N+:21]([CH3:22])[CH3:23])[c:24]2[cH:25][cH:26][cH:27][cH:28][c:29]2[n:30][n:31]1>>[Cl:32][c:33]1[cH:34][c:35]([S:40](=[O:41])(=[O:42])[NH:43][c:44]2[cH:45][c:46]3[cH:47][cH:48][cH:49][c:50]([C:54](=[O:56])[NH:57][CH2:58][c:59]4[cH:60][cH:61][cH:62][cH:63][cH:64]4)[c:51]3[cH:52][cH:53]2)[cH:36][c:37]([Cl:39])[cH:38]1.